Dataset: the Open Reaction Database (ORD), a public repository of structured organic reaction records. Task: describe an organic reaction: reactants, conditions, products, and yield The reactants are CC1COC2(CCN(c3ccccc3OCC(F)(F)F)CC2)O1, CC(=O)O, Cl, O. Product: O=C1CCN(c2ccccc2OCC(F)(F)F)CC1. As a reaction SMILES: [CH2:1]1[O:2][C:5]2([O:4][CH:3]1[CH3:23])[CH2:6][CH2:7][N:8]([c:11]1[c:12]([O:17][CH2:18][C:19]([F:20])([F:21])[F:22])[cH:13][cH:14][cH:15][cH:16]1)[CH2:9][CH2:10]2.[CH3:25][C:26](=[O:27])[OH:28].[ClH:24].[OH2:29]>>[O:4]=[C:5]1[CH2:6][CH2:7][N:8]([c:11]2[c:12]([O:17][CH2:18][C:19]([F:20])([F:21])[F:22])[cH:13][cH:14][cH:15][cH:16]2)[CH2:9][CH2:10]1. RXN SMILES: [NH2:1][C:2]1[N:6]=[C:5]([C:7]([NH2:9])=[O:8])[NH:4][N:3]=1.N1C(C)=CC=CC=1C.FC(F)(F)S(O[Si:24]([CH2:29][CH3:30])([CH2:27][CH3:28])[CH2:25][CH3:26])(=O)=O>ClCCCl.C(OCC)(=O)C>[NH2:1][C:2]1[N:6]=[C:5]([C:7]([NH:9][Si:24]([CH2:29][CH3:30])([CH2:27][CH3:28])[CH2:25][CH3:26])=[O:8])[NH:4][N:3]=1. Reactants: N1=C(C=CC=C1C)C (2,6-lutidine), FC(S(=O)(=O)O[Si](CC)(CC)CC)(F)F (triethylsilyl trifluoromethanesulfonate), NC1=NNC(=N1)C(=O)N (3-amino-1H-1,2,4-triazole-5-carboxamide). The yield is 26.5%. Reported procedure: A stirred mixture of 3-amino-1H-1,2,4-triazole-5-carboxamide (103 mg, 0.810 mol) in 1,2-dichloroethane (1.62 mL) treated at room temperature with 2,6-lutidine (283 μL, 2.43 mmol) and triethylsilyl trifluoromethanesulfonate (458 μL, 2.03 mmol). After 22 hours the reaction was heated at 50° C. and after 1.5 hours of heating the reaction was allowed to cool to room temperature. The reaction mixture was diluted with ethyl acetate (20 mL) and washed with water (25 mL), dried over magnesium sulfate, f... Run in C(C)(=O)OCC (ethyl acetate), ClCCCl (1,2-dichloroethane). Reaction conditions: temperature 50 celsius. Yields the product NC1=NNC(=N1)C(=O)N[Si](CC)(CC)CC (3-amino-N-(triethylsilyl)-1H-1,2,4-triazole-5-carboxamide). Reactants: B, C1CCOC1, C1CCOC1, CC1CC(=O)NCc2nc3c(N)nc4ccccc4c3n21. Product: CC1CCNCc2nc3c(N)nc4ccccc4c3n21. Reaction SMILES: [BH3:1].[CH2:28]1[O:29][CH2:30][CH2:31][CH2:32]1.[CH2:2]1[O:3][CH2:4][CH2:5][CH2:6]1.[NH2:7][c:8]1[n:9][c:10]2[cH:11][cH:12][cH:13][cH:14][c:15]2[c:16]2[c:17]1[n:18][c:19]1[n:20]2[CH:21]([CH3:27])[CH2:22][C:23](=[O:26])[NH:24][CH2:25]1>>[NH2:7][c:8]1[n:9][c:10]2[cH:11][cH:12][cH:13][cH:14][c:15]2[c:16]2[c:17]1[n:18][c:19]1[n:20]2[CH:21]([CH3:27])[CH2:22][CH2:23][NH:24][CH2:25]1. Starting materials: FC1=C(C(=O)OC)C=C(C=C1)[N+](=O)[O-] (methyl 2-fluoro-5-nitrobenzoate), FC1=C(C=C(C=C1)O)NC(CC1=CC(=CC=C1)C(F)(F)F)=O (N-(2-fluoro-5-hydroxyphenyl)-2-[3-(trifluoromethyl)phenyl]acetamide), C([O-])([O-])=O.[K+].[K+] (potassium carbonate). Run in C(C)(=O)OCC (ethyl acetate), CN(C=O)C (N,N-dimethylformamide). Reaction conditions: time 12 hour. The product is FC1=C(C=C(OC2=C(C(=O)OC)C=C(C=C2)[N+](=O)[O-])C=C1)NC(CC1=CC(=CC=C1)C(F)(F)F)=O (methyl 2-[4-fluoro-3-({[3-(trifluoromethyl)phenyl]acetyl}amino)phenoxy]-5-nitrobenzoate). Isolated yield 92.6%. Reaction SMILES: F[C:2]1[CH:11]=[CH:10][C:9]([N+:12]([O-:14])=[O:13])=[CH:8][C:3]=1[C:4]([O:6][CH3:7])=[O:5].[F:15][C:16]1[CH:21]=[CH:20][C:19]([OH:22])=[CH:18][C:17]=1[NH:23][C:24](=[O:36])[CH2:25][C:26]1[CH:31]=[CH:30][CH:29]=[C:28]([C:32]([F:35])([F:34])[F:33])[CH:27]=1.C(=O)([O-])[O-].[K+].[K+]>CN(C)C=O.C(OCC)(=O)C>[F:15][C:16]1[CH:21]=[CH:20][C:19]([O:22][C:2]2[CH:11]=[CH:10][C:9]([N+:12]([O-:14])=[O:13])=[CH:8][C:3]=2[C:4]([O:6][CH3:7])=[O:5])=[CH:18][C:17]=1[NH:23][C:24](=[O:36])[CH2:25][C:26]1[CH:31]=[CH:30][CH:29]=[C:28]([C:32]([F:35])([F:33])[F:34])[CH:27]=1 |f:2.3.4|. Procedure: To a solution of methyl 2-fluoro-5-nitrobenzoate (1.65 g, 8.29 mmol) and N-(2-fluoro-5-hydroxyphenyl)-2-[3-(trifluoromethyl)phenyl]acetamide (2.60 g, 8.30 mmol) produced in Example 53(i) in N,N-dimethylformamide (17 mL) was added potassium carbonate (1.72 g, 12.5 mmol), and the mixture was stirred at room temperature for 12 hr. The reaction mixture was diluted with ethyl acetate (90 mL), washed successively with water (2×90 mL) and saturated brine (90 ml), and dried over anhydrous magnesium sulf... Starting materials: [OH-].[Na+] (sodium hydroxide), CO (methanol), C(C)OC(CC1=C(C=C(C=C1)C#CC=1C=C2C(CC(OC2=CC1)(C)C)(C)C)F)=O ([2-fluoro-4-(2,2,4,4-tetramethyl-chroman-6-ylethynyl)phenyl] acetic acid ethyl ester), C(C)OC(CC1=C(C=C(C=C1)C#CC=1C=C2C(CC(OC2=CC1)(C)C)(C)C)F)=O ([2-fluoro-4-(2,2,4,4-tetramethyl-chroman-6-ylethynyl)phenyl] acetic acid ethyl ester), C(C)(=O)OCC (ethyl acetate). Run in CCCCCC (hexane). The product is FC1=C(C=CC(=C1)C#CC=1C=C2C(CC(OC2=CC1)(C)C)(C)C)CC(=O)O ([2-Fluoro-4-(2,2,4,4-tetramethyl-chroman-6-yl-ethynyl)phenyl] acetic acid), solid. Yield: 93.0%. As a reaction SMILES: C([O:3][C:4](=[O:29])[CH2:5][C:6]1[CH:11]=[CH:10][C:9]([C:12]#[C:13][C:14]2[CH:15]=[C:16]3[C:21](=[CH:22][CH:23]=2)[O:20][C:19]([CH3:25])([CH3:24])[CH2:18][C:17]3([CH3:27])[CH3:26])=[CH:8][C:7]=1[F:28])C.CO.[OH-].[Na+].C(OCC)(=O)C>CCCCCC>[F:28][C:7]1[CH:8]=[C:9]([C:12]#[C:13][C:14]2[CH:15]=[C:16]3[C:21](=[CH:22][CH:23]=2)[O:20][C:19]([CH3:25])([CH3:24])[CH2:18][C:17]3([CH3:26])[CH3:27])[CH:10]=[CH:11][C:6]=1[CH2:5][C:4]([OH:29])=[O:3] |f:2.3|. Reported procedure: Following general procedure L and using [2-fluoro-4-(2,2,4,4-tetramethyl-chroman-6-ylethynyl)phenyl] acetic acid ethyl ester (Compound 31, 0.21 g, 0.58 mmol), 5 mL of methanol and 1M sodium hydroxide solution (2 mL) followed by flash column chromatography over silica gel (230-400 mesh) using 50% ethyl acetate in hexane, the title compound was obtained as a solid (0.184 g, 93%). The reactants are resultant mixture, CC=1NC=C(N1)C=O (2-methyl-1H-imidazole-4-carbaldehyde), NCC1=CC=C(CN(C2CCCC=3C=CC=NC23)CC2=NC3=C(N2)C=CC=C3)C=C1 ((4-aminomethyl-benzyl)-(1H-benzoimidazol-2-ylmethyl)-(5,6,7,8-tetrahydro-quinolin-8-yl)-amine), [BH4-].[Na+] (NaBH4). Solvent: CO (MeOH). Yields the product N1C(=NC2=C1C=CC=C2)CN(C2CCCC=1C=CC=NC21)CC2=CC=C(C=C2)CNCC=2N=C(NC2)C ((1H-benzoimidazol-2-ylmethyl)-(4-{[(2-methyl-1H-imidazol-4-ylmethyl)-amino]-methyl}-benzyl)-(5,6,7,8-tetrahydro-quinolin-8-yl)-amine). The yield is 52.9%. Reaction SMILES: [CH3:1][C:2]1[NH:3][CH:4]=[C:5]([CH:7]=O)[N:6]=1.[NH2:9][CH2:10][C:11]1[CH:38]=[CH:37][C:14]([CH2:15][N:16]([CH2:27][C:28]2[NH:32][C:31]3[CH:33]=[CH:34][CH:35]=[CH:36][C:30]=3[N:29]=2)[CH:17]2[C:26]3[N:25]=[CH:24][CH:23]=[CH:22][C:21]=3[CH2:20][CH2:19][CH2:18]2)=[CH:13][CH:12]=1.[BH4-].[Na+]>CO>[NH:32]1[C:31]2[CH:33]=[CH:34][CH:35]=[CH:36][C:30]=2[N:29]=[C:28]1[CH2:27][N:16]([CH2:15][C:14]1[CH:13]=[CH:12][C:11]([CH2:10][NH:9][CH2:7][C:5]2[N:6]=[C:2]([CH3:1])[NH:3][CH:4]=2)=[CH:38][CH:37]=1)[CH:17]1[C:26]2[N:25]=[CH:24][CH:23]=[CH:22][C:21]=2[CH2:20][CH2:19][CH2:18]1 |f:2.3|. Procedure details: Using General Procedure B: A solution of 2-methyl-1H-imidazole-4-carbaldehyde (27.7 mg, 0.25 mmol) and (4-aminomethyl-benzyl)-(1H-benzoimidazol-2-ylmethyl)-(5,6,7,8-tetrahydro-quinolin-8-yl)-amine (100 mg, 0.25 mmol) in MeOH (2.0 mL) was stirred overnight at room temperature. NaBH4 (18.9 mg, 0.50 mmol) was added and the resultant mixture stirred for an additional 15 minutes. Purification of the crude yellow foam by column chromatography on silica gel (CH2Cl2/MeOH/NH4OH, 200:3:3) afforded the des... Reagents/catalysts: [Cl-].[Cl-].[CH-]1C=CC=C1.[CH-]1C=CC=C1.[Ti+2] (titanocene dichloride). Isolated yield 81.2%. Run at temperature -78 celsius, time 15 minute. Reaction SMILES: O1CCCC1.C([Mg]Br)CCCC.C1([SiH2]C2C=CC=CC=2)C=CC=CC=1.[C:26]1([CH2:32][C:33](OCC)=[O:34])[CH:31]=[CH:30][CH:29]=[CH:28][CH:27]=1>[Cl-].[Cl-].[CH-]1C=CC=C1.[CH-]1C=CC=C1.[Ti+2].CCOCC>[CH2:33]([OH:34])[CH2:32][C:26]1[CH:31]=[CH:30][CH:29]=[CH:28][CH:27]=1 |f:4.5.6.7.8|. Reported procedure: To a dry Schlenk tube under argon was added 50 mg of titanocene dichloride (0.2 mmol) and 2 mL of tetrahydrofuran. The slurry was cooled to -78° C. in a dry ice/acetone bath and 200 μL of a 2M ether solution of pentylmagnesium bromide (0.4 mmol) was added. After stirring for 15 minutes, 930 μL of diphenylsilane (5.0 mmol) was added and the reaction mixture was allowed to warm to 0° C. Next 637 μL of ethyl 2-phenylethanoate (4.0 mmol) was then added and the reaction mixture was allowed to warm to... The reactants are C1(=CC=CC=C1)CC(=O)OCC (ethyl 2-phenylethanoate), C1(=CC=CC=C1)[SiH2]C1=CC=CC=C1 (diphenylsilane), O1CCCC1 (tetrahydrofuran), C1(=CC=CC=C1)[SiH2]C1=CC=CC=C1 (diphenylsilane), C(CCCC)[Mg]Br (pentylmagnesium bromide). Product: C(CC1=CC=CC=C1)O (phenethyl alcohol). The solvent is CCOCC (ether).